This data is from the Open Reaction Database (ORD), a public repository of structured organic reaction records. The task is: describe an organic reaction: reactants, conditions, products, and yield Starting materials: CN(C)C=O, CC(C)O, O, O=P(Cl)(Cl)Cl, O=C1c2ccccc2C(=O)N1CCSCc1ccco1. Product: O=Cc1ccc(CSCCN2C(=O)c3ccccc3C2=O)o1. RXN SMILES: [CH3:31][N:32]([CH3:33])[CH:34]=[O:35].[CH:27]([CH3:28])([CH3:29])[OH:30].[OH2:26].[P:1]([Cl:2])([Cl:3])([Cl:4])=[O:5].[o:6]1[c:7]([CH2:11][S:12][CH2:13][CH2:14][N:15]2[C:16](=[O:25])[c:17]3[cH:18][cH:19][cH:20][cH:21][c:22]3[C:23]2=[O:24])[cH:8][cH:9][cH:10]1>>[o:6]1[c:7]([CH2:11][S:12][CH2:13][CH2:14][N:15]2[C:16](=[O:25])[c:17]3[cH:18][cH:19][cH:20][cH:21][c:22]3[C:23]2=[O:24])[cH:8][cH:9][c:10]1[CH:27]=[O:30].